Dataset: the Open Reaction Database (ORD), a public repository of structured organic reaction records. Task: describe an organic reaction: reactants, conditions, products, and yield Reactants: CCOC(CC)(OCC)OCC, CC(=O)OC(C)=O, O=C1CSC(=S)N1c1ccc(Cl)cc1. RXN SMILES: [CH2:1]([O:2][C:4]([O:3][CH2:7][CH3:8])([CH2:5][CH3:6])[O:10][CH2:11][CH3:12])[CH3:9].[CH3:27][C:28]([O:29][C:30](=[O:31])[CH3:32])=[O:33].[Cl:13][c:14]1[cH:15][cH:16][c:17]([N:20]2[C:21](=[S:26])[S:22][CH2:23][C:24]2=[O:25])[cH:18][cH:19]1>>[C:4]([CH2:5][CH3:6])([O:10][CH2:11][CH3:12])=[C:23]1[S:22][C:21](=[S:26])[N:20]([c:17]2[cH:16][cH:15][c:14]([Cl:13])[cH:19][cH:18]2)[C:24]1=[O:25]. Product: CCOC(CC)=C1SC(=S)N(c2ccc(Cl)cc2)C1=O. RXN SMILES: O[C@@H:2]([CH2:15][CH:16]1[CH2:18][CH2:17]1)[C:3]([O:5][CH2:6][C:7]1[CH:12]=[CH:11][C:10]([O:13][CH3:14])=[CH:9][CH:8]=1)=[O:4].[Si:19]([O:26][CH2:27][C@@H:28]1[C@@H:32]([C:33]2[CH:38]=[CH:37][CH:36]=[C:35]([F:39])[CH:34]=2)[CH2:31][NH:30][CH2:29]1)([C:22]([CH3:25])([CH3:24])[CH3:23])([CH3:21])[CH3:20]>>[Si:19]([O:26][CH2:27][C@@H:28]1[C@@H:32]([C:33]2[CH:38]=[CH:37][CH:36]=[C:35]([F:39])[CH:34]=2)[CH2:31][N:30]([C@H:2]([CH2:15][CH:16]2[CH2:18][CH2:17]2)[C:3]([O:5][CH2:6][C:7]2[CH:12]=[CH:11][C:10]([O:13][CH3:14])=[CH:9][CH:8]=2)=[O:4])[CH2:29]1)([C:22]([CH3:25])([CH3:24])[CH3:23])([CH3:21])[CH3:20]. Reactants: O[C@H](C(=O)OCC1=CC=C(C=C1)OC)CC1CC1 (2-(S)-hydroxy-3-cyclopropyl propanoic acid, 4-(methoxy)benzyl ester), [Si](C)(C)(C(C)(C)C)OC[C@H]1CNC[C@@H]1C1=CC(=CC=C1)F (3-(R)-(t-Butyldimethylsilyloxymethyl)-4-(S)-(3-fluorophenyl) pyrrolidine). Yields the product [Si](C)(C)(C(C)(C)C)OC[C@H]1CN(C[C@@H]1C1=CC(=CC=C1)F)[C@@H](C(=O)OCC1=CC=C(C=C1)OC)CC1CC1 (2-(R)-(3-(R)-(t-Butyldimethylsilyloxymethyl)-4-(S)-(3-fluoro-phenyl)pyrrolidin-1-yl)-3-(cyclopropyl)propanoic acid, 4-(methoxy)benzyl ester). Procedure details: The title compound was prepared from 200 mg (0.8 mmol) of 2-(S)-hydroxy-3-cyclopropyl propanoic acid, 4-(methoxy)benzyl ester (from EXAMPLE 21, Step B) and 321 mg (1.0 mmol) of 3-(R)-(t-butyldimethylsilyloxymethyl)-4-(S)-(3-fluorophenyl)pyrrolidine (from EXAMPLE 20, Step H) using a procedure analogous to that described in EXAMPLE 1, Step G to provide 396 mg (91%) of the title compound: RF: 0.59 (4:1 a/v hexanes/EtOAc); 1H NMR (300 MHz) δ 0.01-0.14 (m, 81), 0.39-0.54 (m, 2H), 0.72 (m, 11H), 0-85 ... The yield is 91.4%. Reactants: C(C(C)(C)C)(=O)Cl (Pivaloyl chloride), BrC1=CC=C(N=N1)N (6-bromopyridazin-3-amine). The solvent is N1=CC=CC=C1 (pyridine), O (water). Conditions: time 12 hour. Yields the product BrC1=CC=C(N=N1)NC(C(C)(C)C)=O (N-(6-Bromopyridazin-3-yl)pivalamide). Reaction SMILES: [C:1](Cl)(=[O:6])[C:2]([CH3:5])([CH3:4])[CH3:3].[Br:8][C:9]1[N:14]=[N:13][C:12]([NH2:15])=[CH:11][CH:10]=1>N1C=CC=CC=1.O>[Br:8][C:9]1[N:14]=[N:13][C:12]([NH:15][C:1](=[O:6])[C:2]([CH3:5])([CH3:4])[CH3:3])=[CH:11][CH:10]=1. Procedure: Pivaloyl chloride (2.85 ml, 23.2 mmol) was added dropwise to a solution of 6-bromopyridazin-3-amine (2.00 g, 15.4 mmol) in pyridine (8 mL). The mixture stirred 12 h at room temperature, then was diluted with water and extracted with dichloromethane (3×). The combined organic layers were washed with water (2×) and brine, then dried (sodium sulfate), filtered and concentrated in vacuo. The resulting residue was purified by column chromatography (2−>20% EtOAc:Hex) to give title compound. Starting materials: O1C(CCC1)COC1=C(C=CC=C1)C1=CC(NC=N1)=O (6-[2-(tetrahydro-furan-2-ylmethoxy)-phenyl]-3H-pyrimidin-4-one), C(C(=O)Cl)(=O)Cl (oxalyl chloride), CN(C)C=O (DMF). Run in ClCCl (dichloromethane), O1CCOCC1 (dioxane). Reaction conditions: time 1 hour. Product: ClC1=NC=NC(=C1)C1=C(C=CC=C1)OCC1OCCC1 (4-chloro-6-[2-(tetrahydro-furan-2-ylmethoxy)-phenyl]-pyrimidine). The yield is 100.4%. RXN SMILES: [O:1]1[CH2:5][CH2:4][CH2:3][CH:2]1[CH2:6][O:7][C:8]1[CH:13]=[CH:12][CH:11]=[CH:10][C:9]=1[C:14]1[N:19]=[CH:18][NH:17][C:16](=O)[CH:15]=1.CN(C=O)C.C(Cl)(=O)C([Cl:29])=O>ClCCl.O1CCOCC1>[Cl:29][C:16]1[CH:15]=[C:14]([C:9]2[CH:10]=[CH:11][CH:12]=[CH:13][C:8]=2[O:7][CH2:6][CH:2]2[CH2:3][CH2:4][CH2:5][O:1]2)[N:19]=[CH:18][N:17]=1. Procedure details: To a stirred suspension of 6-[2-(tetrahydro-furan-2-ylmethoxy)-phenyl]-3H-pyrimidin-4-one (0.375 g, 1.37 mmol) in dichloromethane (5 mL) and dioxane (5 mL) was added DMF (0.05 mL) followed by a solution of oxalyl chloride (0.5 mL, 4 mmol). After stirring for 1 h, the mixture was concentrated under vacuum. The residue was partitioned between ethyl acetate (25 mL) and saturated aqueous sodium bicarbonate solution (10 mL). The organic phase was dried over anhydrous sodium sulfate and concentrated u... Reactants: CO (methanol), C(#N)CCCCC(=O)OC (methyl 5-cyanovalerate), CO (methanol), N (ammonia), CO (methanol), N (Ammonia). Reagents/catalysts: [Ni] (nickel). Run in [H][H] (hydrogen), [H][H] (hydrogen), [H][H] (hydrogen). Conditions: temperature 80 celsius. Yields the product 22.4, NCCCCCC(=O)N (6-aminocaproamide). Yield: 97.0%. Reaction SMILES: [C:1]([CH2:3][CH2:4][CH2:5][CH2:6][C:7]([O:9]C)=O)#[N:2].CO.[NH3:13]>[Ni].[H][H]>[NH2:2][CH2:1][CH2:3][CH2:4][CH2:5][CH2:6][C:7]([NH2:13])=[O:9]. Procedure: 25 parts of methyl 5-cyanovalerate in 40 parts of methanol are heated to 120° C in a vibratory autoclave together with 24 parts of liquid ammonia and maintained at said temperature for 6 hours. After cooling and venting the autoclave, addition is made of 2.25 parts of a nickel catalyst (77% by weight of nickel) as prepared in Example 1, suspended in 24 parts of methanol. Ammonia and methanol lost during venting are replenished. The pressure is raised to a total pressure of 100 bars by pumping in... The reactants are COCCCCN1C(=O)C(C)(C)c2ccc(C(=O)N(C(C)C)C3CCCN(C(=O)OC(C)(C)C)C3)cc21, O=C1CCC(=O)N1Cl, CN(C)C=O, O. The product is COCCCCN1C(=O)C(C)(C)c2cc(Cl)c(C(=O)N(C(C)C)C3CCCN(C(=O)OC(C)(C)C)C3)cc21. As a reaction SMILES: [CH:1]([CH3:2])([CH3:3])[N:4]([CH:5]1[CH2:6][N:7]([C:11](=[O:12])[O:13][C:14]([CH3:15])([CH3:16])[CH3:17])[CH2:8][CH2:9][CH2:10]1)[C:18](=[O:19])[c:20]1[cH:21][cH:22][c:23]2[c:27]([cH:28]1)[N:26]([CH2:29][CH2:30][CH2:31][CH2:32][O:33][CH3:34])[C:25](=[O:35])[C:24]2([CH3:36])[CH3:37].[Cl:38][N:39]1[C:40](=[O:41])[CH2:42][CH2:43][C:44]1=[O:45].[O:46]=[CH:47][N:48]([CH3:49])[CH3:50].[OH2:51]>>[CH:1]([CH3:2])([CH3:3])[N:4]([CH:5]1[CH2:6][N:7]([C:11](=[O:12])[O:13][C:14]([CH3:15])([CH3:16])[CH3:17])[CH2:8][CH2:9][CH2:10]1)[C:18](=[O:19])[c:20]1[c:21]([Cl:38])[cH:22][c:23]2[c:27]([cH:28]1)[N:26]([CH2:29][CH2:30][CH2:31][CH2:32][O:33][CH3:34])[C:25](=[O:35])[C:24]2([CH3:36])[CH3:37]. Solvent: C1CCOC1 (THF). Reaction conditions: time 16 hour. Product: BrCCC=1C=NC=CC1 (3-(2-bromo-ethyl)-pyridine). The reactants are N1=CC(=CC=C1)CCO (2-(3-pyridyl)ethan-1-ol), C(Br)(Br)(Br)Br (CBr4), C1=CC=C(C=C1)P(C2=CC=CC=C2)C3=CC=CC=C3 (PPh3). Procedure details: A solution of 2-(3-pyridyl)ethan-1-ol (100 mg, 0.79 mmol) and CBr4 (314 mg, 0.95 mmol) in THF (2 mL) was cooled to 0° C. and PPh3 (313 mg, 1.18 mmol) was added portionwise. The ice-bath was removed and the reaction mixture was stirred at room temperature for 16 h. The mixture was concentrated and diluted with CH2Cl2. The mixture was basified using saturated NaHCO3 and the organic phase was separated. The aqueous phase was re-extracted with CH2Cl2 and the combined organic phase was dried over Na2... RXN SMILES: [N:1]1[CH:6]=[CH:5][CH:4]=[C:3]([CH2:7][CH2:8]O)[CH:2]=1.C(Br)(Br)(Br)[Br:11].C1C=CC(P(C2C=CC=CC=2)C2C=CC=CC=2)=CC=1>C1COCC1>[Br:11][CH2:8][CH2:7][C:3]1[CH:2]=[N:1][CH:6]=[CH:5][CH:4]=1. Reactants: O(C1=CC=CC=C1)CC1CNCCN1 (3-phenoxymethylpiperazine), ClC1=C(C=C2C(C(=CN(C2=C1)CC)C(=O)O)=O)F (7-chloro-1-ethyl-6-fluoro-1,4-dihydro-4-oxo-3-quinolinecarboxylic acid). Solvent: N1=CC=CC=C1 (pyridine). Conditions: temperature 130 celsius. The product is C(C)N1C=C(C(C2=CC(=C(C=C12)N1CC(NCC1)COC1=CC=CC=C1)F)=O)C(=O)O (1-Ethyl-6-fluoro-1,4-dihydro-4-oxo-7-[3-(phenoxy-methyl]-1-piperazinyl]-3-quinolinecarboxylic acid). The yield is 46.9%. Reaction SMILES: [O:1]([CH2:8][CH:9]1[NH:14][CH2:13][CH2:12][NH:11][CH2:10]1)[C:2]1[CH:7]=[CH:6][CH:5]=[CH:4][CH:3]=1.Cl[C:16]1[CH:25]=[C:24]2[C:19]([C:20](=[O:31])[C:21]([C:28]([OH:30])=[O:29])=[CH:22][N:23]2[CH2:26][CH3:27])=[CH:18][C:17]=1[F:32]>N1C=CC=CC=1>[CH2:26]([N:23]1[C:24]2[C:19](=[CH:18][C:17]([F:32])=[C:16]([N:11]3[CH2:12][CH2:13][NH:14][CH:9]([CH2:8][O:1][C:2]4[CH:7]=[CH:6][CH:5]=[CH:4][CH:3]=4)[CH2:10]3)[CH:25]=2)[C:20](=[O:31])[C:21]([C:28]([OH:30])=[O:29])=[CH:22]1)[CH3:27]. Procedure details: A mixture of 2 g of 3-phenoxymethylpiperazine and 701 mg of 7-chloro-1-ethyl-6-fluoro-1,4-dihydro-4-oxo-3-quinolinecarboxylic acid in 10 ml of pyridine was heated under argon in a pressure bottle at 130° C. for 18 hours. The solvents were removed and the residue chromatographed on silica gel, eluting with chloroform:methanol (9:1). The appropriate fractions were combined, evaporated, triturated with methanol and ether, then dried, giving 519 mg of the desired compound, mp 198°-200° C.